Task: describe an organic reaction: reactants, conditions, products, and yield. Dataset: the Open Reaction Database (ORD), a public repository of structured organic reaction records Starting materials: COC(=O)C1=NC(=C(C=C1N)C(F)(F)F)Br (3-Amino-6-bromo-5-trifluoromethyl-pyridine-2-carboxylic acid methyl ester), COC(=O)C1=NC(=C(C=C1N)C(F)(F)F)Br (3-Amino-6-bromo-5-trifluoromethyl-pyridine-2-carboxylic acid methyl ester), ClC1=CC(=C(C=C1)B(O)O)C (4-chloro-2-methylphenylboronic acid). Product: NC=1C(=NC(=C(C1)C(F)(F)F)C1=C(C=C(C=C1)Cl)C)C(=O)O (3-Amino-6-(4-chloro-2-methyl-phenyl)-5-trifluoromethyl-pyridine-2-carboxylic acid). RXN SMILES: C[O:2][C:3]([C:5]1[C:10]([NH2:11])=[CH:9][C:8]([C:12]([F:15])([F:14])[F:13])=[C:7](Br)[N:6]=1)=[O:4].[Cl:17][C:18]1[CH:23]=[CH:22][C:21](B(O)O)=[C:20]([CH3:27])[CH:19]=1>>[NH2:11][C:10]1[C:5]([C:3]([OH:2])=[O:4])=[N:6][C:7]([C:21]2[CH:22]=[CH:23][C:18]([Cl:17])=[CH:19][C:20]=2[CH3:27])=[C:8]([C:12]([F:15])([F:14])[F:13])[CH:9]=1. Procedure details: This compound was prepared from 3-Amino-6-bromo-5-trifluoromethyl-pyridine-2-carboxylic acid methyl ester (Intermediate A4) and 4-chloro-2-methylphenylboronic acid analogously to Intermediate H; LC-MS Rt=1.53 mins, [M+H]+ 331 (Method 2 min LC_v002). The reactants are C(C1=CC=CC=C1)N1C=NC(=C1)[N+](=O)[O-] (1-Benzyl-4-nitro-1H-imidazole), FC=1C=C(C=C(C1)F)CC(=O)NC(C(=O)O)CCC (2-[2-(3,5-Difluoro-phenyl)-acetylamino]-pentanoic acid). Product: C(C1=CC=CC=C1)N1C=NC(=C1)NC(C(CCC)NC(CC1=CC(=CC(=C1)F)F)=O)=O (2-[2-(3,5-Difluoro-phenyl)-acetylamino]-pentanoic acid (1-benzyl-1H-imidazol-4-yl)-amide). As a reaction SMILES: [CH2:1]([N:8]1[CH:12]=[C:11]([N+:13]([O-])=O)[N:10]=[CH:9]1)[C:2]1[CH:7]=[CH:6][CH:5]=[CH:4][CH:3]=1.[F:16][C:17]1[CH:18]=[C:19]([CH2:24][C:25]([NH:27][CH:28]([CH2:32][CH2:33][CH3:34])[C:29](O)=[O:30])=[O:26])[CH:20]=[C:21]([F:23])[CH:22]=1>>[CH2:1]([N:8]1[CH:12]=[C:11]([NH:13][C:29](=[O:30])[CH:28]([NH:27][C:25](=[O:26])[CH2:24][C:19]2[CH:20]=[C:21]([F:23])[CH:22]=[C:17]([F:16])[CH:18]=2)[CH2:32][CH2:33][CH3:34])[N:10]=[CH:9]1)[C:2]1[CH:7]=[CH:6][CH:5]=[CH:4][CH:3]=1. Procedure details: 1-Benzyl-4-nitro-1H-imidazole was reduced and coupled with 2-[2-(3,5-Difluoro-phenyl)-acetylamino]-pentanoic acid to afford the title compound; MS 470 m/z (M+1). Starting materials: OCC(O)CO (glycerol), [H-].[Na+] (NaH), CO (methanol), C(C1=CC=CC=C1)Br (benzyl bromide). Solvent: C1CCOC1 (THF). Yields the product C(C(O)CO)OCC1=CC=CC=C1 (Benzyl Glyceryl Ether). Reaction SMILES: [OH:1][CH2:2][CH:3]([CH2:5][OH:6])[OH:4].[H-].[Na+].[CH2:9](Br)[C:10]1[CH:15]=[CH:14][CH:13]=[CH:12][CH:11]=1.CO>C1COCC1>[CH2:2]([O:1][CH2:9][C:10]1[CH:15]=[CH:14][CH:13]=[CH:12][CH:11]=1)[CH:3]([CH2:5][OH:6])[OH:4] |f:1.2|. Reported procedure: As an alternative procedure to a stirred solution of the protected glycerol (6.7 g, 0.05 mole) in dry THF (100 mL) was added NaH (1.8 g, 0.075 mole) portionwise at 0° C. The reaction mixture was refluxed for 1.5 h, and benzyl bromide (10.3 g, 0.06 mole) was added. The mixture was stirred at room temperature. Once the reaction was completed, 2 mL of methanol was added at 0° C. to destroy the excess of NaH. The reaction mixture was extracted with 3×50 mL of ethyl ether, and the combined ether laye... Starting materials: [BH4-], C1CCOC1, CC1(CN2CCN(N=Cc3ccc(C(F)(F)F)cc3)CC2)Cn2cc([N+](=O)[O-])nc2O1, CO, [Na+]. Yields the product CC1(CN2CCN(NCc3ccc(C(F)(F)F)cc3)CC2)Cn2cc([N+](=O)[O-])nc2O1. As a reaction SMILES: [BH4-:37].[CH2:32]1[O:33][CH2:34][CH2:35][CH2:36]1.[CH3:1][C:2]1([CH2:13][N:14]2[CH2:15][CH2:16][N:17]([N:20]=[CH:21][c:22]3[cH:23][cH:24][c:25]([C:28]([F:29])([F:30])[F:31])[cH:26][cH:27]3)[CH2:18][CH2:19]2)[CH2:3][n:4]2[c:5]([n:7][c:8]([N+:10](=[O:11])[O-:12])[cH:9]2)[O:6]1.[CH3:39][OH:40].[Na+:38]>>[CH3:1][C:2]1([CH2:13][N:14]2[CH2:15][CH2:16][N:17]([NH:20][CH2:21][c:22]3[cH:23][cH:24][c:25]([C:28]([F:29])([F:30])[F:31])[cH:26][cH:27]3)[CH2:18][CH2:19]2)[CH2:3][n:4]2[c:5]([n:7][c:8]([N+:10](=[O:11])[O-:12])[cH:9]2)[O:6]1.